From a dataset of the Open Reaction Database (ORD), a public repository of structured organic reaction records. describe an organic reaction: reactants, conditions, products, and yield Starting materials: solution, C(CCCC)[Mg]Br (pentylmagnesium bromide), [Cl-].[NH4+] (ammonium chloride), [Si](C)(C)(C(C)(C)C)OCC1=CC(=C(C=O)C=C1)OC (4-t-butyldimethylsilyloxymethyl-2-methoxybenzaldehyde), ice. The solvent is O1CCCC1 (tetrahydrofuran), O1CCCC1 (tetrahydrofuran). Run at time 1 hour. The product is [Si](C)(C)(C(C)(C)C)OCC1=CC(=C(C=C1)C(CCCCC)O)OC (1-(4-t-Butyldimethylsilyloxymethyl-2-methoxyphenyl)hexyl alcohol). Yield: 87.0%. Reaction SMILES: [Si:1]([O:8][CH2:9][C:10]1[CH:17]=[CH:16][C:13]([CH:14]=[O:15])=[C:12]([O:18][CH3:19])[CH:11]=1)([C:4]([CH3:7])([CH3:6])[CH3:5])([CH3:3])[CH3:2].[CH2:20]([Mg]Br)[CH2:21][CH2:22][CH2:23][CH3:24].[Cl-].[NH4+]>O1CCCC1>[Si:1]([O:8][CH2:9][C:10]1[CH:17]=[CH:16][C:13]([CH:14]([OH:15])[CH2:20][CH2:21][CH2:22][CH2:23][CH3:24])=[C:12]([O:18][CH3:19])[CH:11]=1)([C:4]([CH3:7])([CH3:6])[CH3:5])([CH3:2])[CH3:3] |f:2.3|. Procedure: A solution of 27.91 g (99.5 mmol) of 4-t-butyldimethylsilyloxymethyl-2-methoxybenzaldehyde (prepared as described in Preparation 40) in 100 ml of tetrahydrofuran was added dropwise to 100 ml of an ice-cooled 1.62 M solution of pentylmagnesium bromide in tetrahydrofuran over a period of 30 minutes, and then the resulting mixture was stirred at room temperature for 1 hour. The reaction mixture was then mixed with a saturated aqueous solution of ammonium chloride, and the resulting mixture was extr... The reactants are C(=O)(OC)C1C(CCC(C1)(C#N)C1=CC=C(C=C1)Cl)=O (2-carbomethoxy-4-(p-chlorophenyl)-4-cyanocyclohexanone), S(O)(O)(=O)=O (sulfuric acid). The solvent is C(C)(=O)O (acetic acid). Product: ClC1=CC=C(C=C1)C1(CCC(CC1)=O)C#N (4-(p-chlorophenyl)-4-cyanocyclohexanone). The yield is 82.0%. Reaction SMILES: C([CH:5]1[CH2:10][C:9]([C:13]2[CH:18]=[CH:17][C:16]([Cl:19])=[CH:15][CH:14]=2)([C:11]#[N:12])[CH2:8][CH2:7][C:6]1=[O:20])(OC)=O.S(=O)(=O)(O)O>C(O)(=O)C>[Cl:19][C:16]1[CH:15]=[CH:14][C:13]([C:9]2([C:11]#[N:12])[CH2:8][CH2:7][C:6](=[O:20])[CH2:5][CH2:10]2)=[CH:18][CH:17]=1. Reported procedure: A reaction mixture consisting of 29.8 gm (0.102 mole) of 2-carbomethoxy-4-(p-chlorophenyl)-4-cyanocyclohexanone (prepared in Part B, above), 660 ml. glacial acetic acid, and 330 ml. 10% aqueous sulfuric acid is heated on a steam bath at about 100° C. for 24 hours. The mixture is stirred continuously. After cooling, the mixture is diluted with 1300 ml. water, and extracted with benzene. The benzene phase is recovered and washed successively with water, with aqueous sodium bicarbonate, and with br... Reactants: C(C)OC=1C=C(CC2=[NH+]CCC3=CC(=C(C=C23)OCC)OCC)C=CC1OCC (1-(3',4'-diethoxy-benzyl)-6,7-diethoxy-3,4-dihydro-isoquinolinium), monohydrate, 3', 4'-diethoxy-benzyl-6, 7-diethoxy-3,4-dihydro-isoquinolinium theophylline-7-acetate, N1(C)C(=O)N(C)C=2N=CN(C2C1=O)CC(=O)[O-] (theophylline-7-acetate), C(C)OC=1C=C(CC2=[NH+]CCC3=CC(=C(C=C23)OCC)OCC)C=CC1OCC.N1(C)C(=O)N(C)C=2N=CN(C2C1=O)CC(=O)[O-] (1-(3', 4'-diethoxy-benzyl)-6,7-diethoxy-3, 4-dihydro-isoquinolinium theophylline-7-acetate), solvent ( s ). Solvent: O (water). Product: O.N1(C)C(=O)N(C)C=2N=CN(C2C1=O)CC(=O)[O-].C(C)OC=1C=C(CC2=[NH+]CCC3=CC(=C(C=C23)OCC)OCC)C=CC1OCC (1-(3',4'-diethoxy-benzyl) 6,7-diethoxy-3,4-dihydro-isoquinolinium-theophylline-7-acetate-monohydrate). As a reaction SMILES: C([O:3]C1C=C(C=CC=1OCC)CC1C2C(=CC(OCC)=C(OCC)C=2)CC[NH+]=1)C.[N:30]1([C:41](=[O:42])[C:40]2[N:39]([CH2:43][C:44]([O-:46])=[O:45])[CH:38]=[N:37][C:36]=2[N:34]([CH3:35])[C:32]1=[O:33])[CH3:31].[CH2:47]([O:49][C:50]1[CH:51]=[C:52]([CH:70]=[CH:71][C:72]=1[O:73][CH2:74][CH3:75])[CH2:53][C:54]1[C:63]2[C:58](=[CH:59][C:60]([O:67][CH2:68][CH3:69])=[C:61]([O:64][CH2:65][CH3:66])[CH:62]=2)[CH2:57][CH2:56][NH+:55]=1)[CH3:48].N1(C(=O)C2N(CC([O-])=O)C=NC=2N(C)C1=O)C>O>[OH2:3].[N:30]1([C:41](=[O:42])[C:40]2[N:39]([CH2:43][C:44]([O-:46])=[O:45])[CH:38]=[N:37][C:36]=2[N:34]([CH3:35])[C:32]1=[O:33])[CH3:31].[CH2:47]([O:49][C:50]1[CH:51]=[C:52]([CH:70]=[CH:71][C:72]=1[O:73][CH2:74][CH3:75])[CH2:53][C:54]1[C:63]2[C:58](=[CH:59][C:60]([O:67][CH2:68][CH3:69])=[C:61]([O:64][CH2:65][CH3:66])[CH:62]=2)[CH2:57][CH2:56][NH+:55]=1)[CH3:48] |f:0.1,5.6.7|. Reported procedure: The invention relates to a process for the preparation of a new crystalline monohydrate of 1-(3', 4'-diethoxy-benzyl-6, 7-diethoxy-3,4-dihydro-isoquinolinium-theophylline-7-acetate and if desired of pure 1-(3', 4'-diethoxy-benzyl)-6,7-diethoxy-3, 4-dihydro-isoquinolinium-theophylline-7-acetate free of contaminating oxidation products which comprises reacting 1-(3',4'-diethoxy-benzyl)-6,7-diethoxy-3,4-dihydro-isoquinolinium with theophylline-7-acetate acid in the presence of water and one or more... Starting materials: OOS(=O)[O-].[K+] (oxone), C(C)OC(\C(=C\C1CCCCC1)\C1=CC=C(C=C1)SC)=O ((E)-3-cyclohexyl-2-(4-methylsulfanyl-phenyl)-acrylic acid ethyl ester), CC(=O)C (acetone). Solvent: O (water), O (water). Product: C(C)OC(\C(=C\C1CCCCC1)\C1=CC=C(C=C1)S(=O)(=O)C)=O ((E)-3-Cyclohexyl-2-(4-methanesulfonyl-phenyl)-acrylic acid ethyl ester). RXN SMILES: O[O:2][S:3]([O-:5])=O.[K+].[CH2:7]([O:9][C:10](=[O:27])/[C:11](/[C:19]1[CH:24]=[CH:23][C:22](SC)=[CH:21][CH:20]=1)=[CH:12]/[CH:13]1[CH2:18][CH2:17][CH2:16][CH2:15][CH2:14]1)[CH3:8].[CH3:28]C(C)=O>O>[CH2:7]([O:9][C:10](=[O:27])/[C:11](/[C:19]1[CH:24]=[CH:23][C:22]([S:3]([CH3:28])(=[O:5])=[O:2])=[CH:21][CH:20]=1)=[CH:12]/[CH:13]1[CH2:18][CH2:17][CH2:16][CH2:15][CH2:14]1)[CH3:8] |f:0.1|. Procedure details: Add a suspension of oxone ® (33 g, 53 mmol) in water (300 mL) to a solution of (E)-3-cyclohexyl-2-(4-methylsulfanyl-phenyl)-acrylic acid ethyl ester (7.4 g, 24 mmol) in acetone (300 mL). Stir for three h, and then add water. Extract the resulting mixture with dichloromethane (2×500 mL). Combine the extracts, wash them with saturated aqueous sodium chloride solution, dry them over magnesium sulfate, and remove solvent under vacuum. Apply the residue to silica gel column, and elute this with a 15:... Starting materials: C(CCl)Cl (EDC), intermediate 56, ON1N=NC2=C1N=CC=C2 (1-hydroxy-7-azabenzotriazole), C1(CC1)C=1C=C(C2=C(N1)N(N=C2C)C2=CC=NC=C2)C(=O)O (6-cyclopropyl-3-methyl-1-(4-pyridinyl)-1H-pyrazolo[3,4-b]pyridine-4-carboxylic acid), NCC=1C(NC(=CC1C)C)=O (3-(aminomethyl)-4,6-dimethyl-2(1H)-pyridinone), CN1CCOCC1 (N-methylmorpholine). Run in CS(=O)C (DMSO). Product: C1(CC1)C=1C=C(C2=C(N1)N(N=C2)C2=CC=NC=C2)C(=O)NCC=2C(NC(=CC2C)C)=O (6-Cyclopropyl-N-[(4,6-dimethyl-2-oxo-1,2-dihydro-3-pyridinyl)methyl]-1-(4-pyridinyl)-1H-pyrazolo[3,4-b]pyridine-4-carboxamide). As a reaction SMILES: [CH:1]1([C:4]2[CH:5]=[C:6]([C:20](O)=[O:21])[C:7]3[C:12](C)=[N:11][N:10]([C:14]4[CH:19]=[CH:18][N:17]=[CH:16][CH:15]=4)[C:8]=3[N:9]=2)[CH2:3][CH2:2]1.[NH2:23][CH2:24][C:25]1[C:26](=[O:33])[NH:27][C:28]([CH3:32])=[CH:29][C:30]=1[CH3:31].ON1C2N=CC=CC=2N=N1.C(Cl)CCl.CN1CCOCC1>CS(C)=O>[CH:1]1([C:4]2[CH:5]=[C:6]([C:20]([NH:23][CH2:24][C:25]3[C:26](=[O:33])[NH:27][C:28]([CH3:32])=[CH:29][C:30]=3[CH3:31])=[O:21])[C:7]3[CH:12]=[N:11][N:10]([C:14]4[CH:15]=[CH:16][N:17]=[CH:18][CH:19]=4)[C:8]=3[N:9]=2)[CH2:2][CH2:3]1. Reported procedure: The title compound was prepared in the same manner as described for intermediate 56 using 6-cyclopropyl-3-methyl-1-(4-pyridinyl)-1H-pyrazolo[3,4-b]pyridine-4-carboxylic acid (89 mg, 0.302 mmol), 3-(aminomethyl)-4,6-dimethyl-2(1H)-pyridinone (69.0 mg, 0.454 mmol), 1-hydroxy-7-azabenzotriazole (82 mg, 0.605 mmol), DMSO (20 mL), EDC (116 mg, 0.605 mmol), and N-methylmorpholine (0.133 mL, 1.210 mmol). The final product was collected as 0.110 g (80%). LCMS E-S (M+H)=429.1 1H NMR (400 MHz, DMSO-d6) δ ... The solvent is C1(=CC=CC=C1)C (toluene), ClCCl (dichloromethane), Cl (HCl). Run at temperature 0 celsius, time 1.5 hour. The product is C(C1=CC=CC=C1)OC(=O)NC[C@@H](C(=O)O)N1C(C=2C(C1=O)=CC=CC2)=O ((2S)3-Benzyloxycarbonylamino-2-phthalimidopropionic acid). Procedure: A solution of (2S)3-benzyloxycarbonylamino-2-tert-butoxycarbonylaminopropionic acid dicyclohexylamine salt (3 g, 5.8 mmol) in dichloromethane (200 ml) was washed four times with 1M HCl solution, dried (MgSO4) and concentrated. The resulting oil was dissolved in dry dichloromethane (35 ml), cooled to 0° C. and treated with trifluoroacetic acid (35 ml). This solution was stirred at 0° C. for 1.5 h then evaporated to dryness. Dichloromethane (50 ml) was added to the residue then removed under vacuu... RXN SMILES: C1(NC2CCCCC2)CCCCC1.[CH2:14]([O:21][C:22]([NH:24][CH2:25][C@H:26]([NH:30][C:31]([O:33]C(C)(C)C)=O)[C:27]([OH:29])=[O:28])=[O:23])[C:15]1[CH:20]=[CH:19][CH:18]=[CH:17][CH:16]=1.C1(=O)O[C:41](=[O:42])[C:40]2=[CH:44][CH:45]=[CH:46][CH:47]=[C:39]12>ClCCl.Cl.C1(C)C=CC=CC=1>[CH2:14]([O:21][C:22]([NH:24][CH2:25][C@H:26]([N:30]1[C:31](=[O:33])[C:39]2=[CH:47][CH:46]=[CH:45][CH:44]=[C:40]2[C:41]1=[O:42])[C:27]([OH:29])=[O:28])=[O:23])[C:15]1[CH:16]=[CH:17][CH:18]=[CH:19][CH:20]=1 |f:0.1|. The reactants are C1(CCCCC1)NC1CCCCC1.C(C1=CC=CC=C1)OC(=O)NC[C@@H](C(=O)O)NC(=O)OC(C)(C)C ((2S)3-benzyloxycarbonylamino-2-tert-butoxycarbonylaminopropionic acid dicyclohexylamine salt), C1(C=2C(C(=O)O1)=CC=CC2)=O (phthalic anhydride). The reactants are C(CCCCC)(=O)Cl (hexanoyl chloride), S(=O)(=O)(C1=CC=C(C)C=C1)N1C=CC2=CC=CC=C12 (1-tosylindole), [Cl-].[Cl-].[Cl-].[Al+3] (Aluminium trichloride), ice water. The solvent is ClCCl (dichloromethane), ClCCl (dichloromethane), ClCCl (dichloromethane). Reaction conditions: temperature 5 celsius, time 10 minute. Product: C(CCCCC)(=O)C1=CN(C2=CC=CC=C12)S(=O)(=O)C1=CC=C(C)C=C1 (3-hexanoyl-1-tosylindole). Yield: 78.4%. As a reaction SMILES: [Cl-].[Cl-].[Cl-].[Al+3].[C:5](Cl)(=[O:11])[CH2:6][CH2:7][CH2:8][CH2:9][CH3:10].[S:13]([N:23]1[C:31]2[C:26](=[CH:27][CH:28]=[CH:29][CH:30]=2)[CH:25]=[CH:24]1)([C:16]1[CH:22]=[CH:21][C:19]([CH3:20])=[CH:18][CH:17]=1)(=[O:15])=[O:14]>ClCCl>[C:5]([C:25]1[C:26]2[C:31](=[CH:30][CH:29]=[CH:28][CH:27]=2)[N:23]([S:13]([C:16]2[CH:22]=[CH:21][C:19]([CH3:20])=[CH:18][CH:17]=2)(=[O:15])=[O:14])[CH:24]=1)(=[O:11])[CH2:6][CH2:7][CH2:8][CH2:9][CH3:10] |f:0.1.2.3|. Procedure: Aluminium trichloride (6.01 g, 45.2 mmol), is suspended in dichloromethane (80 cm3), under nitrogen. A solution of hexanoyl chloride (5a) (6.62 g, 49.2 mmol) in dichloromethane (20 cm3) is added slowly to the stirred mixture at ambient temperature. After the addition is complete, the mixture is stirred for a further 10 minutes. The reaction mixture is cooled to 5° C. 1-tosylindole (4) (45.2 mmol, 12.24 g) in dichloromethane (20 cm3) is added to the mixture while the temperature is maintained at ... Reactants: C(CCCCCCCCCCCCCCC)(=O)O (palmitic acid), C[C@]([C@H]1C[C@@]23CC[C@]1([C@H]4[C@@]25CCN([C@@H]3CC6=C5C(=C(C=C6)O)O4)CC7CC7)OC)(C(C)(C)C)O (buprenorphine), C[C@]([C@H]1C[C@@]23CC[C@]1([C@H]4[C@@]25CCN([C@@H]3CC6=C5C(=C(C=C6)O)O4)CC7CC7)OC)(C(C)(C)C)O (buprenorphine). Solvent: CN1CCCC1=O (NMP), CN1CCCC1=O (NMP), CN1CCCC1=O (NMP). Yields the product C[C@]([C@H]1C[C@@]23CC[C@]1([C@H]4[C@@]25CCN([C@@H]3CC6=C5C(=C(C=C6)O)O4)CC7CC7)OC)(C(C)(C)C)O.C(CCCCCCCCCCCCCCC)(=O)[O-] (buprenorphine palmitate). Reaction SMILES: [CH3:1][C@@:2]([OH:34])([C:30]([CH3:33])([CH3:32])[CH3:31])[C@@H:3]1[C@:8]2([O:28][CH3:29])[C@@H:9]3[O:23][C:18]4=[C:19]([OH:22])[CH:20]=[CH:21][C:16]5=[C:17]4[C@:10]43[CH2:11][CH2:12][N:13]([CH2:24][CH:25]3[CH2:27][CH2:26]3)[C@H:14]([CH2:15]5)[C@@:5]4([CH2:6][CH2:7]2)[CH2:4]1.[C:35]([OH:52])(=[O:51])[CH2:36][CH2:37][CH2:38][CH2:39][CH2:40][CH2:41][CH2:42][CH2:43][CH2:44][CH2:45][CH2:46][CH2:47][CH2:48][CH2:49][CH3:50]>CN1C(=O)CCC1>[CH3:1][C@@:2]([OH:34])([C:30]([CH3:33])([CH3:32])[CH3:31])[C@@H:3]1[C@:8]2([O:28][CH3:29])[C@@H:9]3[O:23][C:18]4=[C:19]([OH:22])[CH:20]=[CH:21][C:16]5=[C:17]4[C@:10]43[CH2:11][CH2:12][N:13]([CH2:24][CH:25]3[CH2:26][CH2:27]3)[C@H:14]([CH2:15]5)[C@@:5]4([CH2:6][CH2:7]2)[CH2:4]1.[C:35]([O-:52])(=[O:51])[CH2:36][CH2:37][CH2:38][CH2:39][CH2:40][CH2:41][CH2:42][CH2:43][CH2:44][CH2:45][CH2:46][CH2:47][CH2:48][CH2:49][CH3:50] |f:3.4|. Reported procedure: 10 grams of the lower molecular weight copolymer described in Example 2 was dissolved in 10.1 grams of NMP to give a solution with 50% w/w copolymer and 50% w/w NMP. To this solution was added 0.2085 grams of buprenorphine base. The white powdered base was thoroughly mixed and particles crushed until a clear solution was obtained. Then 0.4170 grams of palmitic acid was added to the polymer/drug/NMP solution to complex with the buprenorphine base to form buprenorphine palmitate. The white flaky p...